This data is from the Open Reaction Database (ORD), a public repository of structured organic reaction records. The task is: describe an organic reaction: reactants, conditions, products, and yield The reactants are CN(C)CC=1SC=C(N1)CSCCN (2-(2-dimethylaminomethyl-4-thiazolylmethylthio)ethylamine), CSC(N[N+](=O)[O-])=N (S-methyl N-nitroisothiourea). Product: CN(C)CC=1SC=C(N1)CSCCNC(=N)N[N+](=O)[O-] (N-2-(2-dimethylaminomethyl-4-thiazolylmethylthio)ethyl-N'-nitroguanidine). Reaction SMILES: [CH3:1][N:2]([CH2:4][C:5]1[S:6][CH:7]=[C:8]([CH2:10][S:11][CH2:12][CH2:13][NH2:14])[N:9]=1)[CH3:3].CS[C:17](=[NH:22])[NH:18][N+:19]([O-:21])=[O:20]>>[CH3:3][N:2]([CH2:4][C:5]1[S:6][CH:7]=[C:8]([CH2:10][S:11][CH2:12][CH2:13][NH:14][C:17]([NH:18][N+:19]([O-:21])=[O:20])=[NH:22])[N:9]=1)[CH3:1]. Procedure details: Following the above procedure, 2-(2-dimethylaminomethyl-4-thiazolylmethylthio)ethylamine was reacted with S-methyl N-nitroisothiourea to yield N-2-(2-dimethylaminomethyl-4-thiazolylmethylthio)ethyl-N'-nitroguanidine. The compound was purified by chromatography (silica-ethyl acetate/methanol), and melted at 104°-105.5° C. after recrystallization from ethyl acetate. Starting materials: CC(=O)O, COC(=O)C(C)OC(=O)c1cc(-n2c(=O)cc(C(F)(F)F)n(C)c2=O)ccc1Cl, Cl. Reaction SMILES: [CH3:31][C:32](=[O:33])[OH:34].[Cl:1][c:2]1[c:3]([C:4](=[O:5])[O:6][CH:7]([C:8](=[O:9])[O:10][CH3:11])[CH3:12])[cH:13][c:14](-[n:17]2[c:18](=[O:29])[n:19]([CH3:28])[c:20]([C:24]([F:25])([F:26])[F:27])[cH:21][c:22]2=[O:23])[cH:15][cH:16]1.[ClH:30]>>[Cl:1][c:2]1[c:3]([C:4](=[O:5])[O:6][CH:7]([C:8](=[O:9])[OH:10])[CH3:12])[cH:13][c:14](-[n:17]2[c:18](=[O:29])[n:19]([CH3:28])[c:20]([C:24]([F:25])([F:26])[F:27])[cH:21][c:22]2=[O:23])[cH:15][cH:16]1. Yields the product CC(OC(=O)c1cc(-n2c(=O)cc(C(F)(F)F)n(C)c2=O)ccc1Cl)C(=O)O. Starting materials: OC1=C(C=O)C=C(C(=C1)OC)OC (2-hydroxy-4,5-dimethoxybenzaldehyde), C([O-])([O-])=O.[K+].[K+] (potassium carbonate), C(C=C)(=O)OC(C)(C)C (t-butyl acrylate). The solvent is CN(C=O)C (dimethyl formamide). Run at time 10 minute. The product is COC=1C(=CC2=C(C=C(CO2)C(=O)O)C1)OC (6,7-dimethoxy-2H-[1]-benzopyran-3-carboxylic acid). Reaction SMILES: [OH:1][C:2]1[CH:9]=[C:8]([O:10][CH3:11])[C:7]([O:12][CH3:13])=[CH:6][C:3]=1[CH:4]=O.C(=O)([O-])[O-].[K+].[K+].[C:20]([O:24]C(C)(C)C)(=[O:23])[CH:21]=[CH2:22]>CN(C)C=O>[CH3:13][O:12][C:7]1[C:8]([O:10][CH3:11])=[CH:9][C:2]2[O:1][CH2:22][C:21]([C:20]([OH:24])=[O:23])=[CH:4][C:3]=2[CH:6]=1 |f:1.2.3|. Procedure details: A well stirred mixture of 81.7 g of 2-hydroxy-4,5-dimethoxybenzaldehyde, 62 g of potassium carbonate, 100 ml of t-butyl acrylate and 320 ml of dimethyl formamide is heated at 140° for 5 hours. Most of the solvent is removed, the reaction mixture is diluted with water and the product is extracted with ethyl acetate/ether. After washing with 1N aqueous sodium hydroxide solution and drying over magnesium sulfate, the solvent is removed and the residue dissolved in 130 ml of trifluoroacetic acid. Af... The reactants are CN(C)C=O, Cn1nc(C(F)(F)F)c(CSc2ncco2)c1OC(F)F, O=C1CCC(=O)N1I, O. Yields the product Cn1nc(C(F)(F)F)c(CSc2ncc(I)o2)c1OC(F)F. As a reaction SMILES: [CH3:31][N:32]([CH3:33])[CH:34]=[O:35].[F:1][CH:2]([O:3][c:4]1[c:5]([CH2:14][S:15][c:16]2[o:17][cH:18][cH:19][n:20]2)[c:6]([C:10]([F:11])([F:12])[F:13])[n:7][n:8]1[CH3:9])[F:21].[I:22][N:23]1[C:24](=[O:25])[CH2:26][CH2:27][C:28]1=[O:29].[OH2:30]>>[F:1][CH:2]([O:3][c:4]1[c:5]([CH2:14][S:15][c:16]2[o:17][c:18]([I:22])[cH:19][n:20]2)[c:6]([C:10]([F:11])([F:12])[F:13])[n:7][n:8]1[CH3:9])[F:21].